From a dataset of the Open Reaction Database (ORD), a public repository of structured organic reaction records. describe an organic reaction: reactants, conditions, products, and yield Conditions: time 30 minute. The reactants are COC(=O)NC=1C=C(C=CC1)OC(=O)Cl (chloroformic acid-3-methoxycarbonylaminophenylester), C([O-])([O-])=O.[K+].[K+] (potassium carbonate), Cl.ClCCNC1=CC=CC=C1 (N-(2-chloroethyl)-aniline hydrochloride). The solvent is acetic acid ester, O (water), O (water), acetic acid ester. As a reaction SMILES: [CH3:1][O:2][C:3]([NH:5][C:6]1[CH:7]=[C:8]([O:12][C:13](Cl)=[O:14])[CH:9]=[CH:10][CH:11]=1)=[O:4].C(=O)([O-])[O-].[K+].[K+].Cl.[Cl:23][CH2:24][CH2:25][NH:26][C:27]1[CH:32]=[CH:31][CH:30]=[CH:29][CH:28]=1>O>[CH3:1][O:2][C:3]([NH:5][C:6]1[CH:7]=[C:8]([O:12][C:13](=[O:14])[N:26]([CH2:25][CH2:24][Cl:23])[C:27]2[CH:32]=[CH:31][CH:30]=[CH:29][CH:28]=2)[CH:9]=[CH:10][CH:11]=1)=[O:4] |f:1.2.3,4.5|. Yields the product COC(=O)NC=1C=C(C=CC1)OC(N(C1=CC=CC=C1)CCCl)=O (N-(2-chloroethyl)-carbanilic acid-[3-(methoxycarbonylamino)-phenyl]-ester). Procedure: A solution of 22.9 g of chloroformic acid-3-methoxycarbonylaminophenylester in 50 ml acetic acid ester is added dropwise together with a solution of 30.5 g potassium carbonate in 150 ml water at a temperature of 10° to 15° C. into a solution of 23 g N-(2-chloroethyl)-aniline hydrochloride in 50 ml water and 50 ml acetic acid ester. During the addition the solutions are stirred. The stirring is then continued for 30 minutes at 15° C. whereupon the organic phase is separated, diluted with about 10... Reactants: FC(C1=C(CN2N=CC3=CC(=CC=C23)C=C2C(N=C(S2)SC)=O)C=CC(=C1)C(F)(F)F)(F)F (5-[1-(2,4-bis-trifluoromethyl-benzyl)-1H-indazol-5-ylmethylene]-2-methylsulfanyl-thiazol-4-one), N1[C@@H](CC1)C(=O)O (azetidine-2-(S)-carboxylic acid). Product: FC(C1=C(CN2N=CC3=CC(=CC=C23)C=C2C(N=C(S2)N2[C@@H](CC2)C(=O)O)=O)C=CC(=C1)C(F)(F)F)(F)F (1-{5-[1-(2,4-Bis-trifluoromethyl-benzyl)-1H-indazol-5-ylmethylene]-4-oxo-4,5-dihydro-thiazol-2-yl}-azetidine-2-(S)-carboxylic acid). RXN SMILES: [F:1][C:2]([F:33])([F:32])[C:3]1[CH:27]=[C:26]([C:28]([F:31])([F:30])[F:29])[CH:25]=[CH:24][C:4]=1[CH2:5][N:6]1[C:14]2[C:9](=[CH:10][C:11]([CH:15]=[C:16]3[S:20][C:19](SC)=[N:18][C:17]3=[O:23])=[CH:12][CH:13]=2)[CH:8]=[N:7]1.[NH:34]1[CH2:37][CH2:36][C@H:35]1[C:38]([OH:40])=[O:39]>>[F:33][C:2]([F:1])([F:32])[C:3]1[CH:27]=[C:26]([C:28]([F:30])([F:29])[F:31])[CH:25]=[CH:24][C:4]=1[CH2:5][N:6]1[C:14]2[C:9](=[CH:10][C:11]([CH:15]=[C:16]3[S:20][C:19]([N:34]4[CH2:37][CH2:36][C@H:35]4[C:38]([OH:40])=[O:39])=[N:18][C:17]3=[O:23])=[CH:12][CH:13]=2)[CH:8]=[N:7]1. Procedure details: 1-{5-[1-(2,4-Bis-trifluoromethyl-benzyl)-1H-indazol-5-ylmethylene]-4-oxo-4,5-dihydro-thiazol-2-yl}-azetidine-2-(S)-carboxylic acid was prepared from 5-[1-(2,4-bis-trifluoromethyl-benzyl)-1H-indazol-5-ylmethylene]-2-methylsulfanyl-thiazol-4-one and azetidine-2-(S)-carboxylic acid following General Procedure C. The reactants are C(OC)Cl (MOMCl), C(C)(=O)OCC (ethyl acetate), C(C)(C)N(CC)C(C)C (Diisopropylethylamine), C(C)(C)(C)C=1C=C(C=C(C1OC)N1C[C@H]([C@@H](C1)O)O)C(C)=O (1-{3-(tert-butyl)-5-[(3R,4R)-3,4-dihydroxytetrahydro-1H-1-pyrrolyl]-4-methoxyphenyl}-1-ethanone). Run in C(Cl)Cl (methylene chloride), O (water). Conditions: time 10 minute. Product: C(C)(C)(C)C=1C=C(C=C(C1OC)N1C[C@H]([C@@H](C1)OCOC)O)C(C)=O (1-{3-(tert-Butyl)-5-[(3R,4R)-3-hydroxy-4-(methoxymethoxy)tetrahydro-1H-1-pyrrolyl]-4-methoxyphenyl}-1-ethanone). The yield is 32.9%. RXN SMILES: C(N(C(C)C)CC)(C)C.[C:10]([C:14]1[CH:15]=[C:16]([C:29](=[O:31])[CH3:30])[CH:17]=[C:18]([N:22]2[CH2:26][C@@H:25]([OH:27])[C@H:24]([OH:28])[CH2:23]2)[C:19]=1[O:20][CH3:21])([CH3:13])([CH3:12])[CH3:11].[CH2:32](Cl)[O:33][CH3:34].C(OCC)(=O)C>C(Cl)Cl.O>[C:10]([C:14]1[CH:15]=[C:16]([C:29](=[O:31])[CH3:30])[CH:17]=[C:18]([N:22]2[CH2:26][C@@H:25]([O:27][CH2:32][O:33][CH3:34])[C@H:24]([OH:28])[CH2:23]2)[C:19]=1[O:20][CH3:21])([CH3:13])([CH3:11])[CH3:12]. Reported procedure: Diisopropylethylamine (2.3 ml, 13 mmol) was added to a solution of the 1-{3-(tert-butyl)-5-[(3R,4R)-3,4-dihydroxytetrahydro-1H-1-pyrrolyl]-4-methoxyphenyl}-1-ethanone (1.32 g, 4.29 mmol) in methylene chloride (10 ml) while cooling on ice, and then MOMCl (0.49 ml, 6.5 mmol) was added dropwise and the mixture was stirred at the same temperature for 10 minutes and then at room temperature for 2.5 hours. After completion of the reaction, it was diluted with water and extraction was performed with et... The reactants are COC(=O)C1=CC2CCCC(O)C2C=C1O, ClCCl, O=[Cr](=O)([O-])O[Cr](=O)(=O)[O-], c1cc[nH+]cc1, c1cc[nH+]cc1. The product is COC(=O)C1=CC2CCCC(=O)C2C=C1O. As a reaction SMILES: [CH3:1][O:2][C:3](=[O:4])[C:5]1=[CH:6][CH:7]2[CH2:8][CH2:9][CH2:10][CH:11]([OH:16])[CH:12]2[CH:13]=[C:14]1[OH:15].[Cl:38][CH2:39][Cl:40].[Cr:17]([O:18][Cr:19]([O-:20])(=[O:21])=[O:22])([O-:23])(=[O:24])=[O:25].[nH+:26]1[cH:27][cH:28][cH:29][cH:30][cH:31]1.[nH+:32]1[cH:33][cH:34][cH:35][cH:36][cH:37]1>>[CH3:1][O:2][C:3](=[O:4])[C:5]1=[CH:6][CH:7]2[CH2:8][CH2:9][CH2:10][C:11](=[O:16])[CH:12]2[CH:13]=[C:14]1[OH:15]. Reactants: C(OC)COC (dimethoxyethane), [F-].[Cs+] (cesium fluoride), BrC=1C=NC(=NC1)C(=O)N1CCN(CC1)S(=O)(=O)C=1NC2=CC=C(C=C2C1)Cl (1-[(5-bromopyrimidin-2-yl)carbonyl]-4-[(5-chloroindol-2-yl)sulfonyl]piperazine), N1=CC=C(C=C1)OB(O)O (4-pyridylboric acid). Reagents/catalysts: [Pd].C1(=CC=CC=C1)P(C1=CC=CC=C1)C1=CC=CC=C1.C1(=CC=CC=C1)P(C1=CC=CC=C1)C1=CC=CC=C1.C1(=CC=CC=C1)P(C1=CC=CC=C1)C1=CC=CC=C1.C1(=CC=CC=C1)P(C1=CC=CC=C1)C1=CC=CC=C1 (tetrakis(triphenylphosphine) palladium (0)). Solvent: CO (methanol). Yields the product ClC=1C=C2C=C(NC2=CC1)S(=O)(=O)N1CCN(CC1)C(=O)C1=NC=C(C=N1)C1=CC=NC=C1 (1-[(5-Chloroindol-2-yl)sulfonyl]-4-[[5-(pyridin-4-yl)pyrimidin-2-yl]carbonyl]piperazine). Yield: 40.0%. RXN SMILES: C(COC)OC.Br[C:8]1[CH:9]=[N:10][C:11]([C:14]([N:16]2[CH2:21][CH2:20][N:19]([S:22]([C:25]3[NH:26][C:27]4[C:32]([CH:33]=3)=[CH:31][C:30]([Cl:34])=[CH:29][CH:28]=4)(=[O:24])=[O:23])[CH2:18][CH2:17]2)=[O:15])=[N:12][CH:13]=1.[N:35]1[CH:40]=[CH:39][C:38](OB(O)O)=[CH:37][CH:36]=1.[F-].[Cs+]>[Pd].C1(P(C2C=CC=CC=2)C2C=CC=CC=2)C=CC=CC=1.C1(P(C2C=CC=CC=2)C2C=CC=CC=2)C=CC=CC=1.C1(P(C2C=CC=CC=2)C2C=CC=CC=2)C=CC=CC=1.C1(P(C2C=CC=CC=2)C2C=CC=CC=2)C=CC=CC=1.CO>[Cl:34][C:30]1[CH:31]=[C:32]2[C:27](=[CH:28][CH:29]=1)[NH:26][C:25]([S:22]([N:19]1[CH2:20][CH2:21][N:16]([C:14]([C:11]3[N:10]=[CH:9][C:8]([C:38]4[CH:39]=[CH:40][N:35]=[CH:36][CH:37]=4)=[CH:13][N:12]=3)=[O:15])[CH2:17][CH2:18]1)(=[O:24])=[O:23])=[CH:33]2 |f:3.4,5.6.7.8.9|. Procedure: In a mixed solvent of dimethoxyethane (10 ml) and methanol (10 ml), 1-[(5-bromopyrimidin-2-yl)carbonyl]-4-[(5-chloroindol-2-yl)sulfonyl]piperazine (485 mg) and 4-pyridylboric acid (197 mg) were suspended at room temperature, followed by the successive addition of tetrakis(triphenylphosphine) palladium (0) (116 mg) and cesium fluoride (1.00 g). The resulting mixture was heated under reflux for 1 week. After the reaction mixture was cooled to room temperature, it was concentrated under reduced pre...